From a dataset of the Open Reaction Database (ORD), a public repository of structured organic reaction records. describe an organic reaction: reactants, conditions, products, and yield The reactants are ClCCCl, Cc1scnc1C(=O)O, ClCCl, CC(C)(C)OC(=O)NN, On1nnc2ccccc21. Yields the product Cc1scnc1C(=O)NNC(=O)OC(C)(C)C. RXN SMILES: [CH2:10]([Cl:11])[CH2:12][Cl:13].[CH3:1][c:2]1[c:3]([C:7](=[O:8])[OH:9])[n:4][cH:5][s:6]1.[Cl:33][CH2:34][Cl:35].[NH:24]([NH2:25])[C:26](=[O:27])[O:28][C:29]([CH3:30])([CH3:31])[CH3:32].[OH:14][n:15]1[c:16]2[c:17]([cH:18][cH:19][cH:20][cH:21]2)[n:22][n:23]1>>[CH3:1][c:2]1[c:3]([C:7](=[O:9])[NH:25][NH:24][C:26](=[O:27])[O:28][C:29]([CH3:30])([CH3:31])[CH3:32])[n:4][cH:5][s:6]1.